Dataset: the Open Reaction Database (ORD), a public repository of structured organic reaction records. Task: describe an organic reaction: reactants, conditions, products, and yield The reactants are FC=1C=CC2=C(CC(O2)C(=O)N2CCN(CC2)CC2=CC=CC=C2)C1 (1-[(5-fluoro-2,3-dihydrobenzofur-2-yl)carbonyl]-4-benzylpiperazine), Cl.COC1=C2C=C(COC2=CC=C1)C(=O)N1CCN(CC1)CC1=CC=CC=C1 (1-[(5-methoxychrom-3-en-3-yl)carbonyl]-4-benzylpiperazine hydrochloride). Yields the product COC1=C2C=C(COC2=CC=C1)CN1CCN(CC1)CC1=CC=CC=C1 (1-[(5-METHOXYCHROM-3-EN-3-YL)METHYL]-4-BENZYLPIPERAZINE). RXN SMILES: FC1C=CC2OC(C(N3CCN(CC4C=CC=CC=4)CC3)=O)CC=2C=1.Cl.[CH3:27][O:28][C:29]1[CH:38]=[CH:37][CH:36]=[C:35]2[C:30]=1[CH:31]=[C:32]([C:39]([N:41]1[CH2:46][CH2:45][N:44]([CH2:47][C:48]3[CH:53]=[CH:52][CH:51]=[CH:50][CH:49]=3)[CH2:43][CH2:42]1)=O)[CH2:33][O:34]2>>[CH3:27][O:28][C:29]1[CH:38]=[CH:37][CH:36]=[C:35]2[C:30]=1[CH:31]=[C:32]([CH2:39][N:41]1[CH2:42][CH2:43][N:44]([CH2:47][C:48]3[CH:53]=[CH:52][CH:51]=[CH:50][CH:49]=3)[CH2:45][CH2:46]1)[CH2:33][O:34]2 |f:1.2|. Procedure details: By carrying out the preparation as in Example 1, but replacing 1-[(5-fluoro-2,3-dihydrobenzofur-2-yl)carbonyl]-4-benzylpiperazine with the 1-[(5-methoxychrom-3-en-3-yl)carbonyl]-4-benzylpiperazine hydrochloride in the preceding stage, the title product is obtained. Run in C1CCOC1 (THF). As a reaction SMILES: [NH2:1][C:2]1[CH:10]=[C:9]([CH3:11])[CH:8]=[C:7]([CH3:12])[C:3]=1[C:4](O)=[O:5].CC[N:15]=C=NCCCN(C)C.Cl.C1C=CC2N(O)N=NC=2C=1.CN1CCOCC1.[OH-].[NH4+]>C1COCC1>[NH2:1][C:2]1[CH:10]=[C:9]([CH3:11])[CH:8]=[C:7]([CH3:12])[C:3]=1[C:4]([NH2:15])=[O:5] |f:1.2,5.6|. Run at time 30 minute. Reported procedure: To a solution of 2-amino-4,6-dimethyl-benzoic acid (0.35 g, 2.08 mmol) in anhydrous THF (10 mL) was added EDCl (0.80 g, 4.17 mmol), HOBt (0.80 g, 5.22 mmol) and N-methyl-morpholine (0.7 mL, 6.24 mmol). The reaction mixture was stirred at room temperature for 30 minutes, then ammonium hydroxide (50% v/v, 2.5 mL) was added. The mixture was stirred at room temperature for 17 hours. The solvent was removed under reduced pressure. Water (50 mL) was added, and the mixture was extracted with dichlorome... Starting materials: [OH-].[NH4+] (ammonium hydroxide), NC1=C(C(=O)O)C(=CC(=C1)C)C (2-amino-4,6-dimethyl-benzoic acid), CCN=C=NCCCN(C)C.Cl (EDCl), C=1C=CC2=C(C1)N=NN2O (HOBt), CN1CCOCC1 (N-methyl-morpholine). Product: NC1=C(C(=O)N)C(=CC(=C1)C)C (2-amino-4,6-dimethyl-benzamide). The reactants are [H-].[Na+] (Sodium hydride), NC=1SC(=NN1)SCC(C)C (2-amino-5-isobutylthio-1,3,4-thiadiazole), C(\C=C(/C)\CCC=C(C)C)OC1=CC=C(C(=O)O)C=C1 (4-Geranyloxybenzoic acid), C(=O)(N1C=NC=C1)N1C=NC=C1 (carbonyldiimidazole). The solvent is O1CCCC1 (tetrahydrofuran), O1CCCC1 (tetrahydrofuran). Conditions: time 4 hour. Product: C(\C=C(/C)\CCC=C(C)C)OC1=CC=C(C(=O)NC=2SC(=NN2)SCC(C)C)C=C1 (2-(4-geranyloxybenzoyl)amino-5-isobutylthio-1,3,4-thiadiazole). The yield is 73.4%. RXN SMILES: [H-].[Na+].[NH2:3][C:4]1[S:5][C:6]([S:9][CH2:10][CH:11]([CH3:13])[CH3:12])=[N:7][N:8]=1.[CH2:14]([O:24][C:25]1[CH:33]=[CH:32][C:28]([C:29](O)=[O:30])=[CH:27][CH:26]=1)/[CH:15]=[C:16](/[CH2:18][CH2:19][CH:20]=[C:21]([CH3:23])[CH3:22])\[CH3:17].C(N1C=CN=C1)(N1C=CN=C1)=O>O1CCCC1>[CH2:14]([O:24][C:25]1[CH:26]=[CH:27][C:28]([C:29]([NH:3][C:4]2[S:5][C:6]([S:9][CH2:10][CH:11]([CH3:13])[CH3:12])=[N:7][N:8]=2)=[O:30])=[CH:32][CH:33]=1)/[CH:15]=[C:16](/[CH2:18][CH2:19][CH:20]=[C:21]([CH3:23])[CH3:22])\[CH3:17] |f:0.1|. Procedure details: Sodium hydride (0.4 g) and 2-amino-5-isobutylthio-1,3,4-thiadiazole (1.1 g) were stirred in tetrahydrofuran (30 ml) for 30 minutes while being cooled with ice. 4-Geranyloxybenzoic acid (1.6 g) and carbonyldiimidazole (1.1 g) were stirred in tetrahydrofuran (30 ml) for 30 minutes at room temperature and the mixture was added to the former reaction mixture. The mixture was stirred for 4 hours at room temperature, and then concentrated under a vacuum. The residue, with water added thereto, was extr...